This data is from the Open Reaction Database (ORD), a public repository of structured organic reaction records. The task is: describe an organic reaction: reactants, conditions, products, and yield Starting materials: C(C)(C)(C)OC(=O)N1[C@@H](CC(C1)=CCl)C(=O)O ((2S,4EZ)-1-(tert-butoxycarbonyl)-4-(chloromethylene)-2-pyrrolidinecarboxylic acid), O(C1=CC=CC=C1)C1=CC=C(C(=O)Cl)C=C1 (4-phenoxybenzoyl chloride), C(C1=CC=CC=C1)NC (N-benzyl-N-methylamine). The product is C(C1=CC=CC=C1)N(C(=O)[C@H]1N(CC(C1)=CCl)C(C1=CC=C(C=C1)OC1=CC=CC=C1)=O)C ((2S,4EZ)-N-benzyl-4-(chloromethylene)-N-methyl-1-(4-phenoxybenzoyl)-2-pyrrolidinecarboxamide). As a reaction SMILES: C(O[C:6]([N:8]1[CH2:12][C:11](=[CH:13][Cl:14])[CH2:10][C@H:9]1[C:15]([OH:17])=O)=[O:7])(C)(C)C.[O:18]([C:25]1[CH:33]=[CH:32][C:28](C(Cl)=O)=[CH:27][CH:26]=1)[C:19]1[CH:24]=[CH:23][CH:22]=[CH:21][CH:20]=1.[CH2:34]([NH:41][CH3:42])[C:35]1[CH:40]=[CH:39][CH:38]=[CH:37][CH:36]=1>>[CH2:34]([N:41]([CH3:42])[C:15]([C@@H:9]1[CH2:10][C:11](=[CH:13][Cl:14])[CH2:12][N:8]1[C:6](=[O:7])[C:28]1[CH:27]=[CH:26][C:25]([O:18][C:19]2[CH:20]=[CH:21][CH:22]=[CH:23][CH:24]=2)=[CH:33][CH:32]=1)=[O:17])[C:35]1[CH:40]=[CH:39][CH:38]=[CH:37][CH:36]=1. Procedure details: Following the general method as outlined in Example 22, starting from (2S,4EZ)-1-(tert-butoxycarbonyl)-4-(chloromethylene)-2-pyrrolidinecarboxylic acid, 4-phenoxybenzoyl chloride, and N-benzyl-N-methylamine the title compound was obtained in 61% purity by LC/MS. MS(ESI+): m/z=461.4. Reactants: CO, Cc1ccccc1, O=C(O)CCc1ccc(I)cc1, C[Si](C)(C)C=[N+]=[N-]. The product is COC(=O)CCc1ccc(I)cc1. As a reaction SMILES: [CH3:13][OH:14].[CH3:22][c:23]1[cH:24][cH:25][cH:26][cH:27][cH:28]1.[I:1][c:2]1[cH:3][cH:4][c:5]([CH2:8][CH2:9][C:10](=[O:11])[OH:12])[cH:6][cH:7]1.[N+:15](=[CH:17][Si:16]([CH3:18])([CH3:19])[CH3:20])=[N-:21]>>[I:1][c:2]1[cH:3][cH:4][c:5]([CH2:8][CH2:9][C:10](=[O:11])[O:12][CH3:17])[cH:6][cH:7]1. Product: O=C(c1cccc2cc[nH]c12)N1CCN(c2ccccc2)CC1. Reactants: CN(C)C=O, c1ccc(N2CCNCC2)cc1, O=C(O)c1cccc2cc[nH]c12. As a reaction SMILES: [CH3:25][N:26]([CH3:27])[CH:28]=[O:29].[c:13]1([N:19]2[CH2:20][CH2:21][NH:22][CH2:23][CH2:24]2)[cH:14][cH:15][cH:16][cH:17][cH:18]1.[nH:1]1[cH:2][cH:3][c:4]2[cH:5][cH:6][cH:7][c:8]([C:10](=[O:11])[OH:12])[c:9]12>>[nH:1]1[cH:2][cH:3][c:4]2[cH:5][cH:6][cH:7][c:8]([C:10](=[O:12])[N:22]3[CH2:21][CH2:20][N:19]([c:13]4[cH:14][cH:15][cH:16][cH:17][cH:18]4)[CH2:24][CH2:23]3)[c:9]12. Reactants: BrCc1ccccc1, [Na], CN(C)C=O, O=C(O)CCCO. Yields the product O=C(CCCO)OCc1ccccc1. RXN SMILES: [Br:9][CH2:10][c:11]1[cH:12][cH:13][cH:14][cH:15][cH:16]1.[Na:1].[O:17]=[CH:18][N:19]([CH3:20])[CH3:21].[OH:2][CH2:3][CH2:4][CH2:5][C:6]([OH:7])=[O:8]>>[OH:2][CH2:3][CH2:4][CH2:5][C:6]([O:7][CH2:10][c:11]1[cH:12][cH:13][cH:14][cH:15][cH:16]1)=[O:8]. Reactants: CC(=O)OCC=C(C)CCc1c(C)c(O)c(C)c(C)c1O, CS(C)=O, O. Yields the product C=CC1(C)CCc2c(C)c(O)c(C)c(C)c2O1. RXN SMILES: [C:1]([O:2][CH2:5][CH:6]=[C:7]([CH2:8][CH2:9][c:10]1[c:11]([OH:20])[c:12]([CH3:19])[c:13]([CH3:18])[c:14]([OH:17])[c:15]1[CH3:16])[CH3:21])(=[O:3])[CH3:4].[CH3:22][S:23]([CH3:24])=[O:25].[OH2:26]>>[CH2:5]=[CH:6][C:7]1([CH3:21])[CH2:8][CH2:9][c:10]2[c:11]([c:12]([CH3:19])[c:13]([CH3:18])[c:14]([OH:17])[c:15]2[CH3:16])[O:20]1. Reactants: BrC1=CC=C(C=C1)C(C\C(=N/O)\C1=CC=NC=C1)C1=CC=CC=C1 ((E)-3-(4-Bromo-phenyl)-3-phenyl-1-pyridin-4-yl-propan-1-one oxime), C(C)S(=O)(=O)C1=CC=C(C=C1)B(O)O (4-(ethanesulfonyl)benzeneboronic acid). The product is C(C)S(=O)(=O)C1=CC=C(C=C1)C1=CC=C(C=C1)C(C\C(=N/O)\C1=CC=NC=C1)C1=CC=CC=C1 ((E)-3-(4′-Ethanesulfonyl-biphenyl-4-yl)-3-phenyl-1-pyridin-4-yl-propan-1-one oxime). Reaction SMILES: Br[C:2]1[CH:7]=[CH:6][C:5]([CH:8]([C:19]2[CH:24]=[CH:23][CH:22]=[CH:21][CH:20]=2)[CH2:9]/[C:10](/[C:13]2[CH:18]=[CH:17][N:16]=[CH:15][CH:14]=2)=[N:11]\[OH:12])=[CH:4][CH:3]=1.[CH2:25]([S:27]([C:30]1[CH:35]=[CH:34][C:33](B(O)O)=[CH:32][CH:31]=1)(=[O:29])=[O:28])[CH3:26]>>[CH2:25]([S:27]([C:30]1[CH:35]=[CH:34][C:33]([C:2]2[CH:7]=[CH:6][C:5]([CH:8]([C:19]3[CH:24]=[CH:23][CH:22]=[CH:21][CH:20]=3)[CH2:9]/[C:10](/[C:13]3[CH:18]=[CH:17][N:16]=[CH:15][CH:14]=3)=[N:11]\[OH:12])=[CH:4][CH:3]=2)=[CH:32][CH:31]=1)(=[O:28])=[O:29])[CH3:26]. Reported procedure: In analogy to example 22, from (E)-3-(4-bromo-phenyl)-3-phenyl-1-pyridin-4-yl-propan-1-one oxime (example 5) and 4-(ethanesulfonyl)benzeneboronic acid was prepared the title compound as a white foam, MS (ESI+): m/z=471.1 ([M+H]+). Starting materials: CC(=O)O[BH-](OC(C)=O)OC(C)=O, CCCCc1nnc(OC2CCNCC2F)cc1-c1ccc(OC2CCCCC2)cc1, C=O, ClCCl, [Na+], [Na+], O=C([O-])O. Product: CCCCc1nnc(OC2CCN(C)CC2F)cc1-c1ccc(OC2CCCCC2)cc1. As a reaction SMILES: [C:34]([O:35][BH-:36]([O:37][C:38](=[O:39])[CH3:40])[O:41][C:42](=[O:43])[CH3:44])(=[O:45])[CH3:46].[CH2:1]([CH2:2][CH2:3][CH3:4])[c:5]1[n:6][n:7][c:8]([O:24][CH:25]2[CH:26]([F:31])[CH2:27][NH:28][CH2:29][CH2:30]2)[cH:9][c:10]1-[c:11]1[cH:12][cH:13][c:14]([O:17][CH:18]2[CH2:19][CH2:20][CH2:21][CH2:22][CH2:23]2)[cH:15][cH:16]1.[CH2:32]=[O:33].[Cl:48][CH2:49][Cl:50].[Na+:47].[Na+:55].[O-:51][C:52]([OH:53])=[O:54]>>[CH2:1]([CH2:2][CH2:3][CH3:4])[c:5]1[n:6][n:7][c:8]([O:24][CH:25]2[CH:26]([F:31])[CH2:27][N:28]([CH3:34])[CH2:29][CH2:30]2)[cH:9][c:10]1-[c:11]1[cH:12][cH:13][c:14]([O:17][CH:18]2[CH2:19][CH2:20][CH2:21][CH2:22][CH2:23]2)[cH:15][cH:16]1. Starting materials: CC(C)(C)OC(=O)N1CC(NS(=O)(=O)c2ccc(C#N)cc2)CC1C(=O)N1CCSC1, N#Cc1ccc(S(=O)(=O)NC2CNC(C(=O)N3CCSC3)C2)cc1, O=C([O-])[O-], N#Cc1ccc(CBr)cc1, Cl, [K+], [K+], CN(C)C=O, O=C(O)CC(O)(CC(=O)O)C(=O)O. Product: CC(C)(C)OC(=O)N1CC(N(Cc2ccc(C#N)cc2)S(=O)(=O)c2ccc(C#N)cc2)CC1C(=O)N1CCSC1. As a reaction SMILES: [C:1]([CH3:2])([CH3:3])([CH3:4])[O:5][C:6](=[O:7])[N:8]1[CH:9]([C:25](=[O:26])[N:27]2[CH2:28][S:29][CH2:30][CH2:31]2)[CH2:10][CH:11]([NH:13][S:14](=[O:15])(=[O:16])[c:17]2[cH:18][cH:19][c:20]([C:23]#[N:24])[cH:21][cH:22]2)[CH2:12]1.[C:33]([c:34]1[cH:35][cH:36][c:37]([S:38]([NH:39][CH:40]2[CH2:41][NH:42][CH:43]([C:44]([N:45]3[CH2:46][CH2:47][S:48][CH2:49]3)=[O:50])[CH2:51]2)(=[O:52])=[O:53])[cH:54][cH:55]1)#[N:56].[C:57](=[O:58])([O-:59])[O-:60].[C:63](#[N:64])[c:65]1[cH:66][cH:67][c:68]([CH2:69][Br:70])[cH:71][cH:72]1.[ClH:32].[K+:61].[K+:62].[O:86]=[CH:87][N:88]([CH3:89])[CH3:90].[OH:73][C:74]([CH2:75][C:76]([C:77](=[O:78])[OH:79])([CH2:80][C:81](=[O:82])[OH:83])[OH:84])=[O:85]>>[C:1]([CH3:2])([CH3:3])([CH3:4])[O:5][C:6](=[O:7])[N:8]1[CH:9]([C:25](=[O:26])[N:27]2[CH2:28][S:29][CH2:30][CH2:31]2)[CH2:10][CH:11]([N:13]([S:14](=[O:15])(=[O:16])[c:17]2[cH:18][cH:19][c:20]([C:23]#[N:24])[cH:21][cH:22]2)[CH2:69][c:68]2[cH:67][cH:66][c:65]([C:63]#[N:64])[cH:72][cH:71]2)[CH2:12]1.